From a dataset of the Open Reaction Database (ORD), a public repository of structured organic reaction records. describe an organic reaction: reactants, conditions, products, and yield RXN SMILES: [CH3:18][CH2:19][O:20][CH2:21][CH3:22].[Cl-:16].[Cu:24][Br:25].[Li:1][CH3:2].[NH4+:17].[OH2:23].[c:3]1([CH:9]2[CH:10]=[CH:11][C:12](=[O:15])[CH2:13][CH2:14]2)[cH:4][cH:5][cH:6][cH:7][cH:8]1>>[CH3:2][CH:10]1[CH:9]([c:3]2[cH:4][cH:5][cH:6][cH:7][cH:8]2)[CH2:14][CH2:13][C:12](=[O:15])[CH2:11]1. Starting materials: CCOCC, [Cl-], [Cu]Br, [Li]C, [NH4+], O, O=C1C=CC(c2ccccc2)CC1. Yields the product CC1CC(=O)CCC1c1ccccc1. Reactants: ClC=1C=C(C(=NC1)F)F (5-Chloro-2,3-difluoropyridine), [OH-].[Na+] (NaOH), O (water), CC[C@H]1CN2CC[C@H]1C[C@H]2[C@@H](C3=C4C=C(C=CC4=NC=C3)OC)O (hydroquinine). Run in CS(=O)C (DMSO). Conditions: time 20 minute. Product: ClC=1C=C(C(=NC1)OC1=CC=C(C=C1)O)F (4-(5-CHLORO-3-FLUORO-2-PYRIDINYLOXY)PHENOL). The yield is 26.1%. Reaction SMILES: [OH-:1].[Na+].O.CC[C@@H]1[C@@H]2C[C@@H]([C@H](O)C3C=CN=[C:21]4[C:16]=3[CH:17]=[C:18]([O:25][CH3:26])[CH:19]=[CH:20]4)N(CC2)C1.[Cl:28][C:29]1[CH:30]=[C:31]([F:36])C(F)=[N:33][CH:34]=1>CS(C)=O>[Cl:28][C:29]1[CH:30]=[C:31]([F:36])[C:26]([O:25][C:18]2[CH:17]=[CH:16][C:21]([OH:1])=[CH:20][CH:19]=2)=[N:33][CH:34]=1 |f:0.1|. Procedure details: A solution of NaOH (1.76 g, 0.044 mol) in a few ml of water was added to hydroquinine (4.86 g, 0.040 mol) in 250 ml DMSO. The mixture was stirred under nitrogen for 20 minutes. 5-Chloro-2,3-difluoropyridine (6.0 g, 0.040 mol) was added. The reaction mixture was heated at 60°-70° C. for 3 hours, then poured over ice. Aqueous NaOh was added to pH 12 and the solid diether side-product was filtered off. The filtrate was acidified, extracted with ether, treated with Norite adsorbent, and the solvent ... The reactants are COC(=O)C1=NN(C(=C1)C=1SC(=CC1)C1=CC(=CC=C1)S(=O)(=O)C)C1=C(C=CC=C1)C(F)(F)F (5-[5-(3-Methanesulfonyl-phenyl)-thiophen-2-yl]-1-(2-trifluoromethyl-phenyl)-1H-pyrazole-3-carboxylic acid methyl ester), COC=1C=CC(=CC1)P2(=S)SP(=S)(S2)C=3C=CC(=CC3)OC (Lawesson's reagent). The solvent is C1(=CC=CC=C1)C (toluene). The product is COC(=S)C1=NN(C(=C1)C=1SC(=CC1)C1=CC(=CC=C1)S(=O)(=O)C)C1=C(C=CC=C1)C(F)(F)F (5-[5-(3-Methanesulfonyl-phenyl)-thiophen-2-yl]-1-(2-trifluoromethyl-phenyl)-1H-pyrazole-3-carbothioic acid O-methyl ester). Yield: 89.8%. RXN SMILES: [CH3:1][O:2][C:3]([C:5]1[CH:9]=[C:8]([C:10]2[S:11][C:12]([C:15]3[CH:20]=[CH:19][CH:18]=[C:17]([S:21]([CH3:24])(=[O:23])=[O:22])[CH:16]=3)=[CH:13][CH:14]=2)[N:7]([C:25]2[CH:30]=[CH:29][CH:28]=[CH:27][C:26]=2[C:31]([F:34])([F:33])[F:32])[N:6]=1)=O.COC1C=CC(P2(SP(C3C=CC(OC)=CC=3)(=S)S2)=[S:44])=CC=1>C1(C)C=CC=CC=1>[CH3:1][O:2][C:3]([C:5]1[CH:9]=[C:8]([C:10]2[S:11][C:12]([C:15]3[CH:20]=[CH:19][CH:18]=[C:17]([S:21]([CH3:24])(=[O:22])=[O:23])[CH:16]=3)=[CH:13][CH:14]=2)[N:7]([C:25]2[CH:30]=[CH:29][CH:28]=[CH:27][C:26]=2[C:31]([F:33])([F:34])[F:32])[N:6]=1)=[S:44]. Reported procedure: To a 50 mL round bottom flask attached with condenser was added 5-[5-(3-Methanesulfonyl-phenyl)-thiophen-2-yl]-1-(2-trifluoromethyl-phenyl)-1H-pyrazole-3-carboxylic acid methyl ester (326 mg, 644 μmmol), Lawesson's reagent (520 mg, 129 mmol) and anhydrous toluene (23 mL). The reaction solution was stirred at reflux for 1 day. The reaction solution was concentrated in vacuo, and the crude material was chromatographed through a 25 g SiO2 column using a gradient of 100% Hx to 50% EtOAc to afford 30... Reactants: CC(=O)O, Cl, N, CCOC(=O)CCc1cc(CCNS(=O)(=O)CC(F)(F)F)cc(Cc2cccnc2)c1. The product is O=C(O)CCc1cc(CCNS(=O)(=O)CC(F)(F)F)cc(Cc2cccnc2)c1. As a reaction SMILES: [CH3:33][C:34](=[O:35])[OH:36].[ClH:37].[NH3:32].[n:1]1[cH:2][c:3]([CH2:7][c:8]2[cH:9][c:10]([CH2:25][CH2:26][C:27](=[O:28])[O:29][CH2:30][CH3:31])[cH:11][c:12]([CH2:14][CH2:15][NH:16][S:17](=[O:18])(=[O:19])[CH2:20][C:21]([F:22])([F:23])[F:24])[cH:13]2)[cH:4][cH:5][cH:6]1>>[n:1]1[cH:2][c:3]([CH2:7][c:8]2[cH:9][c:10]([CH2:25][CH2:26][C:27](=[O:28])[OH:29])[cH:11][c:12]([CH2:14][CH2:15][NH:16][S:17](=[O:18])(=[O:19])[CH2:20][C:21]([F:22])([F:23])[F:24])[cH:13]2)[cH:4][cH:5][cH:6]1.